From a dataset of the Open Reaction Database (ORD), a public repository of structured organic reaction records. describe an organic reaction: reactants, conditions, products, and yield Reactants: O=C([O-])[O-], CN1CCCC1=O, CNc1nccc(-c2cccnc2Cl)n1, [Cs+], [Cs+], Cc1cc(N)ccc1O. Yields the product CNc1nccc(-c2cccnc2Oc2ccc(N)cc2C)n1. Reaction SMILES: [C:10](=[O:11])([O-:12])[O-:13].[CH3:31][N:32]1[CH2:33][CH2:34][CH2:35][C:36]1=[O:37].[Cl:16][c:17]1[n:18][cH:19][cH:20][cH:21][c:22]1-[c:23]1[n:24][c:25]([NH:29][CH3:30])[n:26][cH:27][cH:28]1.[Cs+:14].[Cs+:15].[NH2:1][c:2]1[cH:3][c:4]([CH3:9])[c:5]([OH:8])[cH:6][cH:7]1>>[NH2:1][c:2]1[cH:3][c:4]([CH3:9])[c:5]([O:8][c:17]2[n:18][cH:19][cH:20][cH:21][c:22]2-[c:23]2[n:24][c:25]([NH:29][CH3:30])[n:26][cH:27][cH:28]2)[cH:6][cH:7]1. Starting materials: C(C)(=O)O[BH-](OC(C)=O)OC(C)=O.[Na+] (sodium triacetoxyborohydride), C(C)(=O)O (acetic acid), C1(=C(C=CC=C1)N)N (1,2-phenylenediamine), COC(CCC(=O)C)=O (levulinic acid methyl ester). Run in ClCCCl (1,2-dichloroethane), CCOC(=O)C (EtOAc). Conditions: time 16 hour. Product: COC(CCC(C)NC1=C(C=CC=C1)N)=O (4-(2-amino-phenylamino)-pentanoic acid methyl ester). Yield: 21.7%. RXN SMILES: [C:1]1([NH2:8])[CH:6]=[CH:5][CH:4]=[CH:3][C:2]=1[NH2:7].[CH3:9][O:10][C:11](=[O:17])[CH2:12][CH2:13][C:14]([CH3:16])=O.C(O[BH-](OC(=O)C)OC(=O)C)(=O)C.[Na+].C(O)(=O)C>ClCCCl.CCOC(C)=O>[CH3:9][O:10][C:11](=[O:17])[CH2:12][CH2:13][CH:14]([NH:7][C:2]1[CH:3]=[CH:4][CH:5]=[CH:6][C:1]=1[NH2:8])[CH3:16] |f:2.3|. Procedure details: To a mixture of 1,2-phenylenediamine (3.0 g, 27.7 mmol) and levulinic acid methyl ester (2.7 mL, 21.8 mmol) in 1,2-dichloroethane (25 mL) was added sodium triacetoxyborohydride (4.6 g, 21.7 mmol) and acetic acid (1.5 mL). The mixture was stirred at room temperature for 16 hours. The reaction mixture was diluted with EtOAc (100 mL) and washed with H2O (75 mL×3). The organic layer was dried over sodium sulfate and concentrated. The resulting residue was purified by CombiFlash with 40% EtOAc in Hex...